The task is: describe an organic reaction: reactants, conditions, products, and yield. This data is from the Open Reaction Database (ORD), a public repository of structured organic reaction records. The reactants are OO (hydrogen peroxide), [OH-].[Na+] (sodium hydroxide), COC1(C=CC(C=C1NC(OC(C)(C)C)=O)=O)OC (tert-butyl 6,6-dimethoxy-3-oxocyclohexa-1,4-dienylcarbamate). Run in O1CCCC1 (tetrahydrofuran). Run at time 30 minute. The product is COC1(C2OC2C(C=C1NC(OC(C)(C)C)=O)=O)OC (tert-butyl 2,2-dimethoxy-5-oxo-7-oxabicyclo[4.1.0]hept-3-en-3-ylcarbamate). The yield is 56.0%. As a reaction SMILES: [CH3:1][O:2][C:3]1([O:18][CH3:19])[C:8]([NH:9][C:10](=[O:16])[O:11][C:12]([CH3:15])([CH3:14])[CH3:13])=[CH:7][C:6](=[O:17])[CH:5]=[CH:4]1.[OH:20]O.[OH-].[Na+]>O1CCCC1>[CH3:1][O:2][C:3]1([O:18][CH3:19])[C:8]([NH:9][C:10](=[O:16])[O:11][C:12]([CH3:15])([CH3:14])[CH3:13])=[CH:7][C:6](=[O:17])[CH:5]2[CH:4]1[O:20]2 |f:2.3|. Procedure details: Compound 3 (3.4 g, 12.7 mol) in tetrahydrofuran (93 mL) was cooled in an ice bath. To the stirring solution, in drop-wise fashion, was added hydrogen peroxide (30% aq., 22 mL) and aqueous sodium hydroxide (1M, 61 mL) in tandem using 2 separate addition funnels and utilizing a Claisen adapter. The reaction mixture was stirred for 30 minutes in the ice bath and then for 5 hours at room temperature. The flask was cooled in an ice bath and the peroxide was carefully quenched with manganese dioxide. ... Reactants: CO, CCOCC, CC(C)n1ncnc1-n1cc2c(n1)-c1ccc(-c3cnn(CCOC4CCCCO4)c3)cc1OCC2, Cl. Product: CC(C)n1ncnc1-n1cc2c(n1)-c1ccc(-c3cnn(CCO)c3)cc1OCC2. As a reaction SMILES: [CH3:38][OH:39].[CH3:40][CH2:41][O:42][CH2:43][CH3:44].[CH:1]([CH3:2])([CH3:3])[n:4]1[n:5][cH:6][n:7][c:8]1-[n:9]1[cH:10][c:11]2[c:17]([n:18]1)-[c:16]1[c:15]([cH:22][c:21](-[c:23]3[cH:24][n:25][n:26]([CH2:28][CH2:29][O:30][CH:31]4[CH2:32][CH2:33][CH2:34][CH2:35][O:36]4)[cH:27]3)[cH:20][cH:19]1)[O:14][CH2:13][CH2:12]2.[ClH:37]>>[CH:1]([CH3:2])([CH3:3])[n:4]1[n:5][cH:6][n:7][c:8]1-[n:9]1[cH:10][c:11]2[c:17]([n:18]1)-[c:16]1[c:15]([cH:22][c:21](-[c:23]3[cH:24][n:25][n:26]([CH2:28][CH2:29][OH:30])[cH:27]3)[cH:20][cH:19]1)[O:14][CH2:13][CH2:12]2.